This data is from the Open Reaction Database (ORD), a public repository of structured organic reaction records. The task is: describe an organic reaction: reactants, conditions, products, and yield Reactants: CCN=C=NCCCN(C)C, ClCCl, COC(=O)CCCN1CC(C(=O)O)Oc2c(NC(=O)c3ccc(OCCCCc4ccccc4)cc3)cccc21, CN(C)c1ccncc1, CCOC(C)=O, [Cl-], [NH4+], NS(=O)(=O)c1ccccc1. Product: COC(=O)CCCN1CC(C(=O)NS(=O)(=O)c2ccccc2)Oc2c(NC(=O)c3ccc(OCCCCc4ccccc4)cc3)cccc21. Reaction SMILES: [CH2:51]([N:52]=[C:53]=[N:54][CH2:55][CH2:56][CH2:57][N:58]([CH3:59])[CH3:60])[CH3:61].[CH2:64]([Cl:65])[Cl:66].[CH3:1][O:2][C:3]([CH2:4][CH2:5][CH2:6][N:7]1[CH2:8][CH:9]([C:37](=[O:38])[OH:39])[O:10][c:11]2[c:12]1[cH:13][cH:14][cH:15][c:16]2[NH:17][C:18]([c:19]1[cH:20][cH:21][c:22]([O:25][CH2:26][CH2:27][CH2:28][CH2:29][c:30]2[cH:31][cH:32][cH:33][cH:34][cH:35]2)[cH:23][cH:24]1)=[O:36])=[O:40].[CH3:67][N:68]([CH3:69])[c:70]1[cH:71][cH:72][n:73][cH:74][cH:75]1.[CH3:76][CH2:77][O:78][C:79](=[O:80])[CH3:81].[Cl-:62].[NH4+:63].[c:41]1([S:47](=[O:48])(=[O:49])[NH2:50])[cH:42][cH:43][cH:44][cH:45][cH:46]1>>[CH3:1][O:2][C:3]([CH2:4][CH2:5][CH2:6][N:7]1[CH2:8][CH:9]([C:37](=[O:38])[NH:50][S:47]([c:41]2[cH:42][cH:43][cH:44][cH:45][cH:46]2)(=[O:48])=[O:49])[O:10][c:11]2[c:12]1[cH:13][cH:14][cH:15][c:16]2[NH:17][C:18]([c:19]1[cH:20][cH:21][c:22]([O:25][CH2:26][CH2:27][CH2:28][CH2:29][c:30]2[cH:31][cH:32][cH:33][cH:34][cH:35]2)[cH:23][cH:24]1)=[O:36])=[O:40]. Reactants: C12(CC3CC(CC(C1)C3)C2)CC(=O)Cl (1-adamantaneacetyl chloride), NC=1C(=C(CO)C=CC1)C (3-amino-2-methylbenzyl alcohol). Yields the product OCC=1C(=C(C=CC1)NC(CC12CC3CC(CC(C1)C3)C2)=O)C (N-(3-Hydroxymethyl-2-methylphenyl)-tricyclo[3.3.1.13,7]decane-1-acetamide). The yield is 27.1%. As a reaction SMILES: [C:1]12([CH2:11][C:12](Cl)=[O:13])[CH2:10][CH:5]3[CH2:6][CH:7]([CH2:9][CH:3]([CH2:4]3)[CH2:2]1)[CH2:8]2.[NH2:15][C:16]1[C:17]([CH3:24])=[C:18]([CH:21]=[CH:22][CH:23]=1)[CH2:19][OH:20]>>[OH:20][CH2:19][C:18]1[C:17]([CH3:24])=[C:16]([NH:15][C:12](=[O:13])[CH2:11][C:1]23[CH2:10][CH:5]4[CH2:6][CH:7]([CH2:9][CH:3]([CH2:4]4)[CH2:2]2)[CH2:8]3)[CH:23]=[CH:22][CH:21]=1. Procedure details: Prepared according to the method of Example 1b) from 1-adamantaneacetyl chloride (2.0 g) and 3-amino-2-methylbenzyl alcohol (1.29 g). Silica gel chromatography, eluting with 5% ethylacetate in dichloromethane gave the title compound as a white solid (0.80 g).